Dataset: the Open Reaction Database (ORD), a public repository of structured organic reaction records. Task: describe an organic reaction: reactants, conditions, products, and yield The reactants are C1(=CC=CC=C1)C1OC2=CC=C(C=C2CC1)OC1=CC=C(C=N1)N.N1CCC(CC1)C(=O)O (piperidine-4-carboxylic acid [6-(2-phenylchroman-6-yloxy)pyridine-3-yl]amine), (R,S)-pyrrolidine-1,2-dicarboxylic acid 1-tert-butyl ester, NC=1C=CC(=NC1)OC=1C=C2CCC(OC2=CC1)C1=CC=CC=C1 (5-amino-2-(2-phenylchroman-6-yloxy)-pyridine), ( S ), Cl.N[C@@H](C(=O)NC=1C=NC(=CC1)OC=1C=C2CCC(OC2=CC1)C1=CC=CC=C1)C(C)C ((R)-2-Amino-3-methyl-N-[6-(2-phenylchroman-6-yloxy)pyridin-3-yl]butyramide hydrochloride), NC=1C=CC=NC1 (5-aminopyridine). Yields the product C1(=CC=CC=C1)C1OC2=CC=C(C=C2CC1)OC1=CC=C(C=N1)NC(=O)C1NCCC1 (Pyrrolidine-2-carboxylic acid [6-(2-phenylchroman-6-yloxy)pyridin-3-yl]amide). Reaction SMILES: [C:1]1([CH:7]2[CH2:16][CH2:15][C:14]3[C:9](=[CH:10][CH:11]=[C:12]([O:17][C:18]4[N:23]=[CH:22][C:21]([NH2:24])=[CH:20][CH:19]=4)[CH:13]=3)[O:8]2)[CH:6]=[CH:5][CH:4]=[CH:3][CH:2]=1.N1CCC(C(O)=O)CC1.Cl.N[C@H](C(C)C)C(N[C:40]1[CH:41]=[N:42][C:43]([O:46]C2C=C3C(=CC=2)OC(C2C=CC=CC=2)CC3)=[CH:44][CH:45]=1)=O.NC1C=CC(OC2C=C3C(=CC=2)OC(C2C=CC=CC=2)CC3)=NC=1.NC1C=CC=NC=1>>[C:1]1([CH:7]2[CH2:16][CH2:15][C:14]3[C:9](=[CH:10][CH:11]=[C:12]([O:17][C:18]4[N:23]=[CH:22][C:21]([NH:24][C:43]([CH:44]5[CH2:45][CH2:40][CH2:41][NH:42]5)=[O:46])=[CH:20][CH:19]=4)[CH:13]=3)[O:8]2)[CH:6]=[CH:5][CH:4]=[CH:3][CH:2]=1 |f:0.1,2.3|. Procedure details: Pyrrolidine-2-carboxylic acid [6-(2-phenylchroman-6-yloxy)pyridin-3-yl]amide and its derivatives were prepared as described for piperidine-4-carboxylic acid [6-(2-phenylchroman-6-yloxy)pyridine-3-yl]amine in Example 19 a) and b) but replacing N-(tert-butoxycarbonyl)isonipecotic acid with (S),(R) or (R,S)-pyrrolidine-1,2-dicarboxylic acid 1-tert-butyl ester and 5-amino-2-(2-phenylchroman-6-yloxy)-pyridine by an appropriate 5-aminopyridine derivatives.